Dataset: the Open Reaction Database (ORD), a public repository of structured organic reaction records. Task: describe an organic reaction: reactants, conditions, products, and yield Reactants: [Na+], [OH-], CCCCC(Cc1ccc(OCCNC(=O)c2ccc(-c3ccccc3)cc2)cc1)C(=O)OCC. Yields the product CCCCC(Cc1ccc(OCCNC(=O)c2ccc(-c3ccccc3)cc2)cc1)C(=O)O. RXN SMILES: [Na+:37].[OH-:36].[c:1]1(-[c:30]2[cH:31][cH:32][cH:33][cH:34][cH:35]2)[cH:2][cH:3][c:4]([C:7](=[O:8])[NH:9][CH2:10][CH2:11][O:12][c:13]2[cH:14][cH:15][c:16]([CH2:19][CH:20]([C:21](=[O:22])[O:23][CH2:24][CH3:25])[CH2:26][CH2:27][CH2:28][CH3:29])[cH:17][cH:18]2)[cH:5][cH:6]1>>[c:1]1(-[c:30]2[cH:31][cH:32][cH:33][cH:34][cH:35]2)[cH:2][cH:3][c:4]([C:7](=[O:8])[NH:9][CH2:10][CH2:11][O:12][c:13]2[cH:14][cH:15][c:16]([CH2:19][CH:20]([C:21](=[O:22])[OH:23])[CH2:26][CH2:27][CH2:28][CH3:29])[cH:17][cH:18]2)[cH:5][cH:6]1. Reactants: Br.C(C)N1C(SCC1(O)C1=CC(=C(C=C1)Cl)S(N(C)C)(=O)=O)=NCC (3-ethyl-2-ethylimino-4-(4-chloro-3-dimethylsulfamoylphenyl)-1,3-thiazolidine-4-ol-hydrobromide), C(C)N1C(SCC1(O)C1=CC(=C(C=C1)Cl)S(N(C)C)(=O)=O)=NCC (3-ethyl-2-ethylimino-4-(4-chloro-3-dimethylsulfamoylphenyl)-1,3-thiazolidine-4-ol), Cl (hydrochloric acid). The product is Cl.C(C)N1C(SCC1(O)C1=CC(=C(C=C1)Cl)S(N(C)C)(=O)=O)=NCC (3-Ethyl-2-ethylimino-4-(4-chloro-3-dimethylsulfamoylphenyl)-1,3-thiazolidine-4-ol-hydrochloride). RXN SMILES: Br.C(N1C(C2C=CC([Cl:16])=C(S(=O)(=O)N(C)C)C=2)(O)CSC1=NCC)C.[CH2:26]([N:28]1[C:32]([C:34]2[CH:39]=[CH:38][C:37]([Cl:40])=[C:36]([S:41](=[O:46])(=[O:45])[N:42]([CH3:44])[CH3:43])[CH:35]=2)([OH:33])[CH2:31][S:30][C:29]1=[N:47][CH2:48][CH3:49])[CH3:27].Cl>>[ClH:16].[CH2:26]([N:28]1[C:32]([C:34]2[CH:39]=[CH:38][C:37]([Cl:40])=[C:36]([S:41](=[O:45])(=[O:46])[N:42]([CH3:43])[CH3:44])[CH:35]=2)([OH:33])[CH2:31][S:30][C:29]1=[N:47][CH2:48][CH3:49])[CH3:27] |f:0.1,4.5|. Procedure: 10 g of 3-ethyl-2-ethylimino-4-(4-chloro-3-dimethylsulfamoylphenyl)-1,3-thiazolidine-4-ol-hydrobromide were reacted according to Example 2c) and the yellow precipitate of 3-ethyl-2-ethylimino-4-(4-chloro-3-dimethylsulfamoylphenyl)-1,3-thiazolidine-4-ol was rapidly filtered off. The compound so obtained was treated according to Example 3c) with ethanolic hydrochloric acid and the end product was precipitated by adding diisopropyl ether. The solvent was decanted, 200 ml of water were added to the ... Reactants: BrCCCOC1=C(C=C(C=C1)CC(C(=O)O)OC)OC (3-[4-(3-Bromo-propoxy)-3-methoxy-phenyl]-2-methoxy-propionic acid), C(CCC)OC1=CC=C(C=C1)O (4-Butoxy-phenol). The product is C(CCC)OC1=CC=C(OCCCOC2=C(C=C(C=C2)CC(C(=O)O)OC)OC)C=C1 (3-{4-[3-(4-Butoxy-phenoxy)-propoxy]-3-methoxy-phenyl}-2-methoxy-propionic acid). RXN SMILES: Br[CH2:2][CH2:3][CH2:4][O:5][C:6]1[CH:11]=[CH:10][C:9]([CH2:12][CH:13]([O:17][CH3:18])[C:14]([OH:16])=[O:15])=[CH:8][C:7]=1[O:19][CH3:20].[CH2:21]([O:25][C:26]1[CH:31]=[CH:30][C:29]([OH:32])=[CH:28][CH:27]=1)[CH2:22][CH2:23][CH3:24]>>[CH2:21]([O:25][C:26]1[CH:27]=[CH:28][C:29]([O:32][CH2:2][CH2:3][CH2:4][O:5][C:6]2[CH:11]=[CH:10][C:9]([CH2:12][CH:13]([O:17][CH3:18])[C:14]([OH:16])=[O:15])=[CH:8][C:7]=2[O:19][CH3:20])=[CH:30][CH:31]=1)[CH2:22][CH2:23][CH3:24]. Procedure details: The title compound was prepared from 3-[4-(3-Bromo-propoxy)-3-methoxy-phenyl]-2-methoxy-propionic acid (Example 175, Step B) and 4-Butoxy-phenol following the Standard Procedure J. MS (ES) for C24H32O7 [M+Na]+: 455. Procedure: 4-n-Butyl-1-[4-(2-hydroxyphenyl)-4-oxol-butyl]piperidine (27)-3 To a 25 mL reaction flask was added a solution of 4-n-Butyl-1-[4-(2-benzyloxyphenyl)-4-oxo-1-butyl]piperidine (26) (49 mg, 1.2 mmol) dissolved in dry EtOH (10 mL) and conc. HCl (0.1 mL) followed by addition of palladium on charcoal (40 mg). The reaction flask was then charged with H2 by the use of balloon technique and left stirring at rt over-night under H2 atmosphere. The reaction mixture was basified by addition of NaOH (2 mL, 2.... The yield is 57.7%. Reactants: 4-n-Butyl-1-[4-(2-hydroxyphenyl)-4-oxol-butyl]piperidine, [OH-].[Na+] (NaOH), Cl (HCl), C(CCC)C1CCN(CC1)CCCC(=O)C1=C(C=CC=C1)OCC1=CC=CC=C1 (4-n-Butyl-1-[4-(2-benzyloxyphenyl)-4-oxo-1-butyl]piperidine), crude product, C(Cl)Cl.CO (CH2Cl2 MeOH). Run in CCO (EtOH). The reagents and catalysts are [Pd] (palladium on charcoal). As a reaction SMILES: [CH2:1]([CH:5]1[CH2:10][CH2:9][N:8]([CH2:11][CH2:12][CH2:13][C:14]([C:16]2[CH:21]=[CH:20][CH:19]=[CH:18][C:17]=2[O:22]CC2C=CC=CC=2)=[O:15])[CH2:7][CH2:6]1)[CH2:2][CH2:3][CH3:4].Cl.[OH-].[Na+].C(Cl)Cl.CO>CCO.[Pd]>[CH2:1]([CH:5]1[CH2:6][CH2:7][N:8]([CH2:11][CH2:12][CH2:13][C:14]([C:16]2[CH:21]=[CH:20][CH:19]=[CH:18][C:17]=2[OH:22])=[O:15])[CH2:9][CH2:10]1)[CH2:2][CH2:3][CH3:4] |f:2.3,4.5|. Yields the product C(CCC)C1CCN(CC1)CCCC(=O)C1=C(C=CC=C1)O (4-n-Butyl-1-[4-(2-hydroxyphenyl)-4-oxo-1-butyl]piperidine). The reactants are CCCCCCCCCCCCCCCCOC(=O)Nc1ccc(C)cc1Br, O=C([O-])[O-], [K+], [K+], O, c1ccc(P(c2ccccc2)c2ccccc2)cc1. Yields the product CCCCCCCCCCCCCCCCOC(=O)Nc1ccc(C)cc1C(=O)O. As a reaction SMILES: [Br:1][c:2]1[c:3]([NH:9][C:10]([O:11][CH2:12][CH2:13][CH2:14][CH2:15][CH2:16][CH2:17][CH2:18][CH2:19][CH2:20][CH2:21][CH2:22][CH2:23][CH2:24][CH2:25][CH2:26][CH3:27])=[O:28])[cH:4][cH:5][c:6]([CH3:8])[cH:7]1.[C:48]([O-:49])([O-:50])=[O:51].[K+:52].[K+:53].[OH2:54].[c:29]1([P:30]([c:31]2[cH:32][cH:33][cH:34][cH:35][cH:36]2)[c:37]2[cH:38][cH:39][cH:40][cH:41][cH:42]2)[cH:43][cH:44][cH:45][cH:46][cH:47]1>>[c:2]1([C:48](=[O:49])[OH:50])[c:3]([NH:9][C:10]([O:11][CH2:12][CH2:13][CH2:14][CH2:15][CH2:16][CH2:17][CH2:18][CH2:19][CH2:20][CH2:21][CH2:22][CH2:23][CH2:24][CH2:25][CH2:26][CH3:27])=[O:28])[cH:4][cH:5][c:6]([CH3:8])[cH:7]1. RXN SMILES: [CH2:1]([NH:8][CH2:9][C:10]1[CH:15]=[CH:14][CH:13]=[CH:12][CH:11]=1)[C:2]1[CH:7]=[CH:6][CH:5]=[CH:4][CH:3]=1.Br.Br[CH2:18][C:19]([C:21]1[CH:22]=[CH:23][C:24]([N:31]2[CH2:36][CH2:35][CH2:34][CH2:33][CH2:32]2)=[C:25]([S:27]([NH2:30])(=[O:29])=[O:28])[CH:26]=1)=[O:20]>CC(=O)CC>[OH:20][CH:19]([C:21]1[CH:22]=[CH:23][C:24]([N:31]2[CH2:32][CH2:33][CH2:34][CH2:35][CH2:36]2)=[C:25]([S:27]([NH2:30])(=[O:28])=[O:29])[CH:26]=1)[CH2:18][N:8]([CH2:1][C:2]1[CH:7]=[CH:6][CH:5]=[CH:4][CH:3]=1)[CH2:9][C:10]1[CH:15]=[CH:14][CH:13]=[CH:12][CH:11]=1 |f:1.2|. The solvent is CC(CC)=O (butanone), CC(CC)=O (butanone). Product: OC(CN(CC1=CC=CC=C1)CC1=CC=CC=C1)C=1C=CC(=C(C1)S(=O)(=O)N)N1CCCCC1 (5-[1-Hydroxy-2-[bis(phenylmethyl)amino]ethyl]-2-(1-piperidinyl)benzenesulphonamide). The reactants are C(C1=CC=CC=C1)NCC1=CC=CC=C1 (dibenzylamine), Br.BrCC(=O)C=1C=CC(=C(C1)S(=O)(=O)N)N1CCCCC1 (5-(2-bromoacetyl)-2-(1-piperidinyl)benzenesulphonamide, hydrobromide). Procedure details: A solution of dibenzylamine (3.34 g) in butanone (10 ml) was added to a vigorously sitrred suspension of 5-(2-bromoacetyl)-2-(1-piperidinyl)benzenesulphonamide, hydrobromide (2.5 g) in butanone (100 ml). After 3 hours the mixture was filtered and the filtrate concentrated to a yellow oil. This oil was dissolved in ethanol (100 ml) and treated with sodium broohydride (0.42 g) at room temperature. After 1 hour, excess borohydride was destroyed with 2N hydrochloric acid. Ethanol was removed, the re... Conditions: time 1 hour. As a reaction SMILES: [CH2:1]([O:3][CH2:4][CH2:5][O:6][C:7]1[CH:31]=[CH:30][CH:29]=[CH:28][C:8]=1[CH2:9][O:10][C:11]1[CH:12]=[CH:13][C:14]2[S:20](=[O:22])(=[O:21])[CH2:19][CH2:18][C:17]([C:23]([O:25]C)=[O:24])=[CH:16][C:15]=2[CH:27]=1)[CH3:2].C(=O)([O-])[O-].[K+].[K+]>C1COCC1.CO>[CH2:1]([O:3][CH2:4][CH2:5][O:6][C:7]1[CH:31]=[CH:30][CH:29]=[CH:28][C:8]=1[CH2:9][O:10][C:11]1[CH:12]=[CH:13][C:14]2[S:20](=[O:22])(=[O:21])[CH2:19][CH2:18][C:17]([C:23]([OH:25])=[O:24])=[CH:16][C:15]=2[CH:27]=1)[CH3:2] |f:1.2.3,4.5|. The solvent is C1CCOC1.CO (THF methanol). Run at temperature 60 celsius, time 20 hour. Yield: 62.1%. Reported procedure: Into a solution of methyl 7-[[2-(2-ethoxyethoxy)benzyl]oxy]-1,1-dioxo-2,3-dihydro-1-benzothiepine-4-carboxylate (0.64 g) in THF-methanol (6-3 ml) was added at room temperature a 1 M aqueous solution of potassium carbonate (2.9 ml), and the resulting mixture was stirred at 60° C. for 20 hours. After cooling to room temperature, the reaction mixture was extracted with ethyl acetate. To the aqueous layer was added 1 N hydrochloric acid (10 ml), and the resulting mixture was extracted with ethyl ace... Starting materials: C(C)OCCOC1=C(COC=2C=CC3=C(C=C(CCS3(=O)=O)C(=O)OC)C2)C=CC=C1 (methyl 7-[[2-(2-ethoxyethoxy)benzyl]oxy]-1,1-dioxo-2,3-dihydro-1-benzothiepine-4-carboxylate), aqueous solution, C([O-])([O-])=O.[K+].[K+] (potassium carbonate). Product: C(C)OCCOC1=C(COC=2C=CC3=C(C=C(CCS3(=O)=O)C(=O)O)C2)C=CC=C1 (7-[[2-(2-ethoxyethoxy)benzyl]oxy]-1,1-dioxo-2,3-dihydro-1-benzothiepine-4-carboxylic acid).